Dataset: the Open Reaction Database (ORD), a public repository of structured organic reaction records. Task: describe an organic reaction: reactants, conditions, products, and yield Starting materials: Cc1ccccc1, CC(C)NC(C)C, O=C(CCl)Nc1cccc([N+](=O)[O-])c1, c1ccc(N2CCNCC2)nc1. The product is O=C(CN1CCN(c2ccccn2)CC1)Nc1cccc([N+](=O)[O-])c1. As a reaction SMILES: [CH3:34][c:35]1[cH:36][cH:37][cH:38][cH:39][cH:40]1.[CH:13]([NH:14][CH:15]([CH3:16])[CH3:17])([CH3:18])[CH3:19].[Cl:20][CH2:21][C:22](=[O:23])[NH:24][c:25]1[cH:26][c:27]([N+:31](=[O:32])[O-:33])[cH:28][cH:29][cH:30]1.[n:1]1[c:2]([N:7]2[CH2:8][CH2:9][NH:10][CH2:11][CH2:12]2)[cH:3][cH:4][cH:5][cH:6]1>>[n:1]1[c:2]([N:7]2[CH2:8][CH2:9][N:10]([CH2:21][C:22](=[O:23])[NH:24][c:25]3[cH:26][c:27]([N+:31](=[O:32])[O-:33])[cH:28][cH:29][cH:30]3)[CH2:11][CH2:12]2)[cH:3][cH:4][cH:5][cH:6]1. The reactants are Brc1ccncc1, C1CCOC1, CC(C)[N-]C(C)C, [Cl-], Cl, Ic1ccccc1, [Li+], [NH4+], c1ccc(P(c2ccccc2)(c2ccccc2)[Pd](P(c2ccccc2)(c2ccccc2)c2ccccc2)(P(c2ccccc2)(c2ccccc2)c2ccccc2)P(c2ccccc2)(c2ccccc2)c2ccccc2)cc1. Yields the product Brc1ccncc1-c1ccccc1. RXN SMILES: [Br:2][c:3]1[cH:4][cH:5][n:6][cH:7][cH:8]1.[CH2:24]1[O:25][CH2:26][CH2:27][CH2:28]1.[CH3:10][CH:11]([N-:12][CH:13]([CH3:14])[CH3:15])[CH3:16].[Cl-:29].[ClH:1].[I:17][c:18]1[cH:19][cH:20][cH:21][cH:22][cH:23]1.[Li+:9].[NH4+:30].[cH:31]1[cH:32][cH:33][c:34]([P:35]([Pd:36]([P:37]([c:38]2[cH:39][cH:40][cH:41][cH:42][cH:43]2)([c:44]2[cH:45][cH:46][cH:47][cH:48][cH:49]2)[c:50]2[cH:51][cH:52][cH:53][cH:54][cH:55]2)([P:56]([c:57]2[cH:58][cH:59][cH:60][cH:61][cH:62]2)([c:63]2[cH:64][cH:65][cH:66][cH:67][cH:68]2)[c:69]2[cH:70][cH:71][cH:72][cH:73][cH:74]2)[P:75]([c:76]2[cH:77][cH:78][cH:79][cH:80][cH:81]2)([c:82]2[cH:83][cH:84][cH:85][cH:86][cH:87]2)[c:88]2[cH:89][cH:90][cH:91][cH:92][cH:93]2)([c:94]2[cH:95][cH:96][cH:97][cH:98][cH:99]2)[c:100]2[cH:101][cH:102][cH:103][cH:104][cH:105]2)[cH:106][cH:107]1>>[Br:2][c:3]1[c:4](-[c:18]2[cH:19][cH:20][cH:21][cH:22][cH:23]2)[cH:5][n:6][cH:7][cH:8]1. The reactants are CCOC(=O)C(Cc1ccc(OCCC2c3ccccc3-c3ccccc32)cc1)OCC, CCO, [Na+], [OH-]. The product is CCOC(Cc1ccc(OCCC2c3ccccc3-c3ccccc32)cc1)C(=O)O. RXN SMILES: [CH2:3]([CH3:4])[O:5][CH:6]([C:7](=[O:8])[O:9][CH2:10][CH3:11])[CH2:12][c:13]1[cH:14][cH:15][c:16]([O:19][CH2:20][CH2:21][CH:22]2[c:23]3[cH:24][cH:25][cH:26][cH:27][c:28]3-[c:29]3[cH:30][cH:31][cH:32][cH:33][c:34]32)[cH:17][cH:18]1.[CH3:35][CH2:36][OH:37].[Na+:2].[OH-:1]>>[CH2:3]([CH3:4])[O:5][CH:6]([C:7](=[O:8])[OH:9])[CH2:12][c:13]1[cH:14][cH:15][c:16]([O:19][CH2:20][CH2:21][CH:22]2[c:23]3[cH:24][cH:25][cH:26][cH:27][c:28]3-[c:29]3[cH:30][cH:31][cH:32][cH:33][c:34]32)[cH:17][cH:18]1. The reactants are FC(COS(=O)(=O)C1=CC=C(C=C1)C)(F)F (2,2,2-trifluoroethyl-p-toluenesulfonate), [H-].[Na+] (sodium hydride), N1N=CC(=C1)C=O (1H-pyrazole-4-carbaldehyde). The solvent is CN(C)C=O (DMF), CN(C)C=O (DMF), CN(C)C=O (DMF). Run at temperature 0 celsius, time 15 minute. The product is FC(CN1N=CC(=C1)C=O)(F)F (1-(2,2,2-Trifluoro-ethyl)-1H-pyrazole-4-carbaldehyde). RXN SMILES: [NH:1]1[CH:5]=[C:4]([CH:6]=[O:7])[CH:3]=[N:2]1.[H-].[Na+].[F:10][C:11]([F:25])([F:24])[CH2:12]OS(C1C=CC(C)=CC=1)(=O)=O>CN(C=O)C>[F:10][C:11]([F:25])([F:24])[CH2:12][N:1]1[CH:5]=[C:4]([CH:6]=[O:7])[CH:3]=[N:2]1 |f:1.2|. Procedure: Add 1H-pyrazole-4-carbaldehyde (0.400 g, 4.16 mmol) as a solution in DMF (2 mL) dropwise to a suspension of sodium hydride (0.333 g, 8.32 mmol) in DMF (5 mL) at 0° C. Stir for 15 min. at 0° C. Add 2,2,2-trifluoroethyl-p-toluenesulfonate (1.27 g, 5.00 mmol) and DMF (3 mL) to the reaction mixture. Heat to 60° C. for 18 hr. Quench with aqueous saturated sodium bicarbonate solution and add ethyl acetate. Separate organic layer. Extract aqueous layer twice with ethyl acetate, wash combined organics w...